Dataset: the Open Reaction Database (ORD), a public repository of structured organic reaction records. Task: describe an organic reaction: reactants, conditions, products, and yield Starting materials: C[C@H](CC)O ((R)-Butan-2-ol), [H-].[Na+] (sodium hydride), ClC=1C(=C(C=2N(N1)C(=NN2)N)C)C (6-chloro-7,8-dimethyl-[1,2,4]triazolo[4,3-b]pyridazin-3-ylamine). Run in CN(C)C=O (DMF). Yields the product [C@@H](C)(CC)OC=1C(=C(C=2N(N1)C(=NN2)N)C)C (6-((R)-sec-Butoxy)-7,8-dimethyl-[1,2,4]triazolo[4,3-b]pyridazin-3-ylamine). Reaction SMILES: [CH3:1][C@@H:2]([OH:5])[CH2:3][CH3:4].[H-].[Na+].Cl[C:9]1[C:10]([CH3:20])=[C:11]([CH3:19])[C:12]2[N:13]([C:15]([NH2:18])=[N:16][N:17]=2)[N:14]=1>CN(C=O)C>[C@H:2]([O:5][C:9]1[C:10]([CH3:20])=[C:11]([CH3:19])[C:12]2[N:13]([C:15]([NH2:18])=[N:16][N:17]=2)[N:14]=1)([CH2:3][CH3:4])[CH3:1] |f:1.2|. Procedure details: (R)-Butan-2-ol (0.5 ml) was deprotonated analogously to W1.056 with sodium hydride (85 mg) and reacted with 6-chloro-7,8-dimethyl-[1,2,4]triazolo[4,3-b]pyridazin-3-ylamine (W2.006a, 100 mg), suspended in DMF (2 ml), and worked up. 75 mg of the title compound were isolated in sufficient purity. Starting materials: CS(=O)(=O)O (methane sulphonic acid), N1C(=NC2=C1C=CC=C2)C2=CC=1C(C3=CC=CC(=C3C(C1C(=C2)OC(C)=O)=O)OC(C)=O)=O (2-(1H-benzimidazol-2-yl)-4,5-diacetoxy-9,10-dihydro-9,10-dioxoanthracene). Solvent: O1CCOCC1 (dioxan), O1CCOCC1 (dioxan). Conditions: time 1 minute. Product: CS(=O)(=O)O.N1C(=NC2=C1C=CC=C2)C2=CC=1C(C3=CC=CC(=C3C(C1C(=C2)OC(C)=O)=O)OC(C)=O)=O (2-(1H-Benzimidazol-2-yl)-4,5-diacetoxy-9,10-dihydro-9,10-dioxoanthracene methane sulphonic acid salt). Reaction SMILES: [CH3:1][S:2]([OH:5])(=[O:4])=[O:3].[NH:6]1[C:10]2[CH:11]=[CH:12][CH:13]=[CH:14][C:9]=2[N:8]=[C:7]1[C:15]1[CH:28]=[C:27]([O:29][C:30](=[O:32])[CH3:31])[C:26]2[C:25](=[O:33])[C:24]3[C:19](=[CH:20][CH:21]=[CH:22][C:23]=3[O:34][C:35](=[O:37])[CH3:36])[C:18](=[O:38])[C:17]=2[CH:16]=1>O1CCOCC1>[CH3:1][S:2]([OH:5])(=[O:4])=[O:3].[NH:6]1[C:10]2[CH:11]=[CH:12][CH:13]=[CH:14][C:9]=2[N:8]=[C:7]1[C:15]1[CH:28]=[C:27]([O:29][C:30](=[O:32])[CH3:31])[C:26]2[C:25](=[O:33])[C:24]3[C:19](=[CH:20][CH:21]=[CH:22][C:23]=3[O:34][C:35](=[O:37])[CH3:36])[C:18](=[O:38])[C:17]=2[CH:16]=1 |f:3.4|. Procedure: A solution of methane sulphonic acid (0.09 g) in dioxan (2 ml) was added to a solution of 2-(1H-benzimidazol-2-yl)-4,5-diacetoxy-9,10-dihydro-9,10-dioxoanthracene (0.124 g) in dioxan (5 ml). Within 1 minute a light brown solid began to crystallise. The reactants are [OH-].[Na+] (NaOH), C(=O)(O)[O-].[Na+] (NaHCO3), O.O.Cl[Sn]Cl (SnCl2.2H2O), N(=O)[O-].[Na+] (sodium nitrite), NC1=CC(=C(C(=O)OC)C=C1)S(NC(C)(C)C)(=O)=O (methyl 4-amino-2-(N-tert-butylsulfamoyl)benzoate). Run in Cl (HCl), Cl (HCl), Cl (HCl), O (water). Reaction conditions: time 30 minute. Yields the product C(C)(C)(C)NS(=O)(=O)C1=C(C(=O)OC)C=CC(=C1)NN (methyl 2-(N-tert-butylsulfamoyl)-4-hydrazinobenzoate). Yield: 69.8%. RXN SMILES: [NH2:1][C:2]1[CH:11]=[CH:10][C:5]([C:6]([O:8][CH3:9])=[O:7])=[C:4]([S:12](=[O:19])(=[O:18])[NH:13][C:14]([CH3:17])([CH3:16])[CH3:15])[CH:3]=1.[N:20]([O-])=O.[Na+].O.O.Cl[Sn]Cl.[OH-].[Na+].C([O-])(O)=O.[Na+]>Cl.O>[C:14]([NH:13][S:12]([C:4]1[CH:3]=[C:2]([NH:1][NH2:20])[CH:11]=[CH:10][C:5]=1[C:6]([O:8][CH3:9])=[O:7])(=[O:19])=[O:18])([CH3:16])([CH3:15])[CH3:17] |f:1.2,3.4.5,6.7,8.9|. Reported procedure: 25.0 g (0.087 mol) of methyl 4-amino-2-(N-tert-butylsulfamoyl)benzoate are suspended in a mixture of 150 ml of concentrated HCl and 130 ml of water. A solution of 7.8 g (0.114 mol) of sodium nitrite is added dropwise at 0-5° C. A small amount of undissolved constituents are filtered off cold and the still cold diazonium salt solution is allowed to run slowly at 0° C. into a suspension of 55.0 g (0.244 mol) of SnCl2.2H2O in 55 ml of concentrated HCl. The mixture is subsequently stirred for 30 min... Reactants: C(C1=CC=CC=C1)OC(=O)N1CCC(CC1)N1C(N(CC1)C1=CC=C(C=C1)C(=O)NCCC(=O)OC)=O (1-(1-benzyloxycarbonyl-4-piperidinyl)-3-[4-[(2-methoxycarbonyl-ethyl)-aminocarbonyl]-phenyl]-imidazolidin-2-one), [H][H] (hydrogen). Procedure: Prepared by treating 1-(1-benzyloxycarbonyl-4-piperidinyl)-3-[4-[(2-methoxycarbonyl-ethyl)-aminocarbonyl]-phenyl]-imidazolidin-2-one with hydrogen at 3 bars in the presence of 5% palladium/charcoal in methanol. Run in CO (methanol). RXN SMILES: C(OC([N:11]1[CH2:16][CH2:15][CH:14]([N:17]2[CH2:21][CH2:20][N:19]([C:22]3[CH:27]=[CH:26][C:25]([C:28]([NH:30][CH2:31][CH2:32][C:33]([O:35][CH3:36])=[O:34])=[O:29])=[CH:24][CH:23]=3)[C:18]2=[O:37])[CH2:13][CH2:12]1)=O)C1C=CC=CC=1.[H][H]>CO.[Pd]>[CH3:36][O:35][C:33]([CH2:32][CH2:31][NH:30][C:28]([C:25]1[CH:24]=[CH:23][C:22]([N:19]2[CH2:20][CH2:21][N:17]([CH:14]3[CH2:13][CH2:12][NH:11][CH2:16][CH2:15]3)[C:18]2=[O:37])=[CH:27][CH:26]=1)=[O:29])=[O:34]. The product is COC(=O)CCNC(=O)C1=CC=C(C=C1)N1C(N(CC1)C1CCNCC1)=O (1-[4-[(2-Methoxycarbonyl-ethyl)-aminocarbonyl]-phenyl]-3-(4-piperidinyl)-imidazolidin-2-one). The reagents and catalysts are [Pd] (palladium/charcoal). RXN SMILES: [Cl:1][C:2]1[N:11]=[CH:10][CH:9]=[C:8]2[C:3]=1[CH:4]=[C:5]([C:26]1[CH:31]=[CH:30][CH:29]=[CH:28][CH:27]=1)[C:6]([C:12]1[CH:17]=[CH:16][C:15](/[CH:18]=[N:19]/[S:20]([C:22]([CH3:25])([CH3:24])[CH3:23])=[O:21])=[CH:14][CH:13]=1)=[N:7]2.[CH3:32][Mg]Br>C(Cl)Cl>[Cl:1][C:2]1[N:11]=[CH:10][CH:9]=[C:8]2[C:3]=1[CH:4]=[C:5]([C:26]1[CH:27]=[CH:28][CH:29]=[CH:30][CH:31]=1)[C:6]([C:12]1[CH:17]=[CH:16][C:15]([C@H:18]([NH:19][S:20]([C:22]([CH3:25])([CH3:24])[CH3:23])=[O:21])[CH3:32])=[CH:14][CH:13]=1)=[N:7]2. Reaction conditions: time 30 minute. Starting materials: ClC1=C2C=C(C(=NC2=CC=N1)C1=CC=C(C=C1)\C=N\S(=O)C(C)(C)C)C1=CC=CC=C1 (N-{(1E)-[4-(5-chloro-3-phenyl-1,6-naphthyridin-2-yl)phenyl]methylene}-2-methylpropane-2-sulfinamide), C[Mg]Br (methyl magnesium bromide). Solvent: C(Cl)Cl (methylene chloride). Product: ClC1=C2C=C(C(=NC2=CC=N1)C1=CC=C(C=C1)[C@@H](C)NS(=O)C(C)(C)C)C1=CC=CC=C1 (N-{(1R)-1-[4-(5-chloro-3-phenyl-1,6-naphthyridin-2-yl)phenyl]ethyl}-2-methylpropane-2-sulfinamide). Reported procedure: To a solution of N-{(1E)-[4-(5-chloro-3-phenyl-1,6-naphthyridin-2-yl)phenyl]methylene}-2-methylpropane-2-sulfinamide (34-1, 4.53 g, 10.1 mmol) in methylene chloride (100 mL) was added methyl magnesium bromide (30 mL, 42.0 mmol, 1.4M in 75:25 toluene:THF) at −10° C. After 30 minutes, the reaction was quenched by addition of saturated ammonium chloride solution (while maintaining the temperature below 0° C.) and extracted with methylene chloride. The combined organics were washed with water, brine... Reactants: O, CC(NC(=O)OC(C)(C)C)c1ccc(C(O)CO)cc1, Cc1ccc(S(=O)(=O)Cl)cc1, c1ccncc1. Product: Cc1ccc(S(=O)(=O)OCC(O)c2ccc(C(C)NC(=O)OC(C)(C)C)cc2)cc1. RXN SMILES: [OH2:32].[OH:1][CH:2]([CH2:3][OH:4])[c:5]1[cH:6][cH:7][c:8]([CH:11]([CH3:12])[NH:13][C:14]([O:15][C:16]([CH3:17])([CH3:18])[CH3:19])=[O:20])[cH:9][cH:10]1.[c:21]1([CH3:31])[cH:22][cH:23][c:24]([S:27](=[O:28])(=[O:29])[Cl:30])[cH:25][cH:26]1.[cH:33]1[cH:34][cH:35][n:36][cH:37][cH:38]1>>[OH:1][CH:2]([CH2:3][O:4][S:27]([c:24]1[cH:23][cH:22][c:21]([CH3:31])[cH:26][cH:25]1)(=[O:28])=[O:29])[c:5]1[cH:6][cH:7][c:8]([CH:11]([CH3:12])[NH:13][C:14]([O:15][C:16]([CH3:17])([CH3:18])[CH3:19])=[O:20])[cH:9][cH:10]1. The yield is 100.0%. Procedure details: To a solution of 4-aminobenzylamine (7.14 g, 58.4 mmol) in dichloromethane (120 mL) were added at 0° C. under N2 triethylamine (16.4 mL, 118 mmol) and a solution of p-anisoyl chloride (10 g, 58.4 mmol) in dichloromethane (20 mL). The mixture was allowed to reach 25° C., stirred 16 h, and poured onto water/ice (ca. 200 mL). The resulting suspension was stirred for 15 minutes and the white solid was filtered off and dried. Weight: 15 g (100% yield). Conditions: time 16 hour. Product: NC1=CC=C(CNC(C2=CC=C(C=C2)OC)=O)C=C1 (N-(4-Aminobenzyl)-4-methoxybenzamide). Run in ClCCl (dichloromethane), ClCCl (dichloromethane). As a reaction SMILES: [NH2:1][C:2]1[CH:9]=[CH:8][C:5]([CH2:6][NH2:7])=[CH:4][CH:3]=1.[C:10](Cl)(=[O:19])[C:11]1[CH:16]=[CH:15][C:14]([O:17][CH3:18])=[CH:13][CH:12]=1>ClCCl>[NH2:1][C:2]1[CH:9]=[CH:8][C:5]([CH2:6][NH:7][C:10](=[O:19])[C:11]2[CH:16]=[CH:15][C:14]([O:17][CH3:18])=[CH:13][CH:12]=2)=[CH:4][CH:3]=1. The reactants are NC1=CC=C(CN)C=C1 (4-aminobenzylamine), C(C1=CC=C(C=C1)OC)(=O)Cl (p-anisoyl chloride).